Task: describe an organic reaction: reactants, conditions, products, and yield. Dataset: the Open Reaction Database (ORD), a public repository of structured organic reaction records Reactants: O=C1N(C2=CC=CC=C2C12CCCC2)C(=O)NCC2CCN(CC2)C(=O)OC(C)(C)C (tert-Butyl 4-({[(2′-oxospiro[cyclopentane-1,3′-indol]-1′(2′H)-yl)carbonyl]amino}methyl)piperidine-1-carboxylate). The solvent is Cl (HCl), CO (methanol). Conditions: time 7 hour. Product: O=C1N(C2=CC=CC=C2C12CCCC2)C(=O)NCC2CCNCC2 (2′-Oxo-N-(piperidin-4-ylmethyl)spiro[cyclopentane-1,3′-indole]-1′(2′H)-carboxamide). RXN SMILES: [O:1]=[C:2]1[C:10]2([CH2:14][CH2:13][CH2:12][CH2:11]2)[C:9]2[C:4](=[CH:5][CH:6]=[CH:7][CH:8]=2)[N:3]1[C:15]([NH:17][CH2:18][CH:19]1[CH2:24][CH2:23][N:22](C(OC(C)(C)C)=O)[CH2:21][CH2:20]1)=[O:16]>Cl.CO>[O:1]=[C:2]1[C:10]2([CH2:14][CH2:13][CH2:12][CH2:11]2)[C:9]2[C:4](=[CH:5][CH:6]=[CH:7][CH:8]=2)[N:3]1[C:15]([NH:17][CH2:18][CH:19]1[CH2:20][CH2:21][NH:22][CH2:23][CH2:24]1)=[O:16]. Procedure details: tert-Butyl 4-({[(2′-oxospiro[cyclopentane-1,3′-indol]-1′(2′H)-yl)carbonyl]amino}methyl)piperidine-1-carboxylate (750 mg, 1.8 mmol, step 1 of Example 2) was dissolved in 10% HCl in methanol (20 mL) and the mixture was stirred for 7 h at room temperature. Concentrated gave a colorless oil, which was chromatographed on a column of silica gel eluting with CH2Cl2/methanol/NH4OH (12/11/0.1) to give 570 mg (quant.) of the title compound as colorless oil. Reactants: N1=CC=C(C=C1)CC(=O)C1=CC=C(C=C1)OCC1=NC2=CC=CC=C2C=C1 (2-pyridin-4-yl-1-[4-(quinolin-2-ylmethoxy)-phenyl]-ethanone), C(C1=CC=CC=C1)OC1=CC=C(C(=O)N(C)OC)C=C1 (4-benzyloxy-N-methoxy-N-methyl-benzamide). Yields the product C(C1=CC=CC=C1)OC1=CC=C(C=C1)C(CC1=CC=NC=C1)=O (1-(4-Benzyloxy-phenyl)-2-pyridin-4-yl-ethanone). RXN SMILES: [N:1]1[CH:6]=[CH:5][C:4]([CH2:7][C:8]([C:10]2[CH:15]=[CH:14][C:13]([O:16][CH2:17][C:18]3[CH:27]=[CH:26][C:25]4[C:20](=[CH:21]C=CC=4)N=3)=[CH:12][CH:11]=2)=[O:9])=[CH:3][CH:2]=1.C(OC1C=CC(C(N(OC)C)=O)=CC=1)C1C=CC=CC=1>>[CH2:17]([O:16][C:13]1[CH:12]=[CH:11][C:10]([C:8](=[O:9])[CH2:7][C:4]2[CH:3]=[CH:2][N:1]=[CH:6][CH:5]=2)=[CH:15][CH:14]=1)[C:18]1[CH:27]=[CH:26][CH:25]=[CH:20][CH:21]=1. Procedure details: Following the procedure for the preparation of 2-pyridin-4-yl-1-[4-(quinolin-2-ylmethoxy)-phenyl]-ethanone but substituting 4-benzyloxy-N-methoxy-N-methyl-benzamide provided the title compound. MS: (M+H m/z=304.2). Starting materials: Cl.CN(C(CCC(=O)O)=O)C (4-(dimethylamino)-4-oxobutanoic acid hydrochloride), C(C1=CC=CC=C1)[C@@H]1C[C@H](NC1)C(=O)NC1=CC=C(C=C1)OC1=CC=C(C=C1)F ((2S,4R)-4-benzyl-N-(4-(4-fluorophenoxy)phenyl)pyrrolidine-2-carboxamide). Product: Compound 89, C(C1=CC=CC=C1)[C@@H]1C[C@H](N(C1)C(CCC(=O)N(C)C)=O)C(=O)NC1=CC=C(C=C1)OC1=CC=C(C=C1)F ((2S,4R)-4-benzyl-1-(4-(dimethylamino)-4-oxobutanoyl)-N-(4-(4-fluorophenoxy)phenyl)pyrrolidine-2-carboxamide). Isolated yield 20.0%. Reaction SMILES: Cl.[CH3:2][N:3]([CH3:11])[C:4](=[O:10])[CH2:5][CH2:6][C:7](O)=[O:8].[CH2:12]([C@H:19]1[CH2:23][NH:22][C@H:21]([C:24]([NH:26][C:27]2[CH:32]=[CH:31][C:30]([O:33][C:34]3[CH:39]=[CH:38][C:37]([F:40])=[CH:36][CH:35]=3)=[CH:29][CH:28]=2)=[O:25])[CH2:20]1)[C:13]1[CH:18]=[CH:17][CH:16]=[CH:15][CH:14]=1>>[CH2:12]([C@H:19]1[CH2:23][N:22]([C:7](=[O:8])[CH2:6][CH2:5][C:4]([N:3]([CH3:11])[CH3:2])=[O:10])[C@H:21]([C:24]([NH:26][C:27]2[CH:32]=[CH:31][C:30]([O:33][C:34]3[CH:35]=[CH:36][C:37]([F:40])=[CH:38][CH:39]=3)=[CH:29][CH:28]=2)=[O:25])[CH2:20]1)[C:13]1[CH:14]=[CH:15][CH:16]=[CH:17][CH:18]=1 |f:0.1|. Procedure: Proceeding as in Example 1, but substituting 4-(dimethylamino)-4-oxobutanoic acid hydrochloride and (2S,4R)-4-benzyl-N-(4-(4-fluorophenoxy)phenyl)pyrrolidine-2-carboxamide, gave Compound 89, (2S,4R)-4-benzyl-1-(4-(dimethylamino)-4-oxobutanoyl)-N-(4-(4-fluorophenoxy)phenyl)pyrrolidine-2-carboxamide (6.2 mg, 20%). Major isomer: 1H-NMR (400 MHz, DMSO-D6): σ 9.68 (s, 1H), 7.57 (m, 2H), 7.27 (m, 2H), 7.23-7.15 (m, 7H), 6.93 (m, 2H), 4.43 (m, 1H), 3.68 (m, 1H), 3.27 (m, 1H), 2.94 (s, 3H), 2.78 (s, 3H)... The reactants are CCO, Cl, COCCc1noc(C2CC(c3ccc(CC(F)F)cc3)CN(C(C)=O)C2)n1, O. Product: COCCc1noc(C2CNCC(c3ccc(CC(F)F)cc3)C2)n1. RXN SMILES: [CH3:30][CH2:31][OH:32].[ClH:29].[F:1][CH:2]([CH2:3][c:4]1[cH:5][cH:6][c:7]([CH:10]2[CH2:11][N:12]([C:25](=[O:26])[CH3:27])[CH2:13][CH:14]([c:16]3[n:17][c:18]([CH2:21][CH2:22][O:23][CH3:24])[n:19][o:20]3)[CH2:15]2)[cH:8][cH:9]1)[F:28].[OH2:33]>>[F:1][CH:2]([CH2:3][c:4]1[cH:5][cH:6][c:7]([CH:10]2[CH2:11][NH:12][CH2:13][CH:14]([c:16]3[n:17][c:18]([CH2:21][CH2:22][O:23][CH3:24])[n:19][o:20]3)[CH2:15]2)[cH:8][cH:9]1)[F:28]. Reactants: FC(C=1C=C(CNC(C2=CC(=NC=C2)C2=C(C=CC=C2)[N+](=O)[O-])=O)C=CC1)(F)F (N-(3-(trifluoromethyl)benzyl)-2-(2-nitrophenyl)isonicotinamide), C(C)(=O)O (acetic acid). Reagents/catalysts: [Fe] (iron). The solvent is C(C)O.O (ethanol H2O). Product: FC(C=1C=C(CNC(C2=CC(=NC=C2)C2=C(C=CC=C2)N)=O)C=CC1)(F)F (N-(3-(trifluoromethyl)benzyl)-2-(2-aminophenyl)isonicotinamide). Isolated yield 80.5%. As a reaction SMILES: [F:1][C:2]([F:29])([F:28])[C:3]1[CH:4]=[C:5]([CH:25]=[CH:26][CH:27]=1)[CH2:6][NH:7][C:8](=[O:24])[C:9]1[CH:14]=[CH:13][N:12]=[C:11]([C:15]2[CH:20]=[CH:19][CH:18]=[CH:17][C:16]=2[N+:21]([O-])=O)[CH:10]=1.C(O)(=O)C>C(O)C.O.[Fe]>[F:28][C:2]([F:1])([F:29])[C:3]1[CH:4]=[C:5]([CH:25]=[CH:26][CH:27]=1)[CH2:6][NH:7][C:8](=[O:24])[C:9]1[CH:14]=[CH:13][N:12]=[C:11]([C:15]2[CH:20]=[CH:19][CH:18]=[CH:17][C:16]=2[NH2:21])[CH:10]=1 |f:2.3|. Procedure details: Into a 100-mL round bottom flask, was placed a solution of N-(3-(trifluoromethyl)benzyl)-2-(2-nitrophenyl)isonicotinamide (350 mg, 0.87 mmol, 1.00 equiv) in ethanol/H2O (1/1) (30 mL), iron (489 mg, 8.73 mmol, 10.00 equiv), and acetic acid (0.1 mL). The resulting solution was heated to reflux for 0.5 h. The solids were filtered out. The resulting solution was extracted with of ethyl acetate and the organic layers combined and dried over magnesium sulfate. The solids were filtered out. The resulti...